From a dataset of the Open Reaction Database (ORD), a public repository of structured organic reaction records. describe an organic reaction: reactants, conditions, products, and yield Reactants: BrC1=CC=2C3=C(NC2C=N1)N=CC(=C3)C3=CC=C(C=C3)CN3[C@H](CCC[C@H]3C)C (6-bromo-3-[4-((2S,6R)-2,6-dimethyl-piperidin-1-ylmethyl)-phenyl]-9H-dipyrido[2,3-b;4′,3′-d]pyrrole), CN1N=CC(=C1)B1OC(C(O1)(C)C)(C)C (1-methyl-4-(4,4,5,5-tetramethyl-1,3,2-dioxaborolan-2-yl)-1H-pyrazole), 1,1′-[bis(diphenylphosphino)ferrocene]dichloropalladium(II). Run in C([O-])([O-])=O.[Na+].[Na+] (sodium carbonate), C(C)#N (acetonitrile), C(C)(=O)OCC (ethyl acetate). Run at temperature 130 celsius. Product: C[C@@H]1N([C@@H](CCC1)C)CC1=CC=C(C=C1)C1=CC2=C(NC3=C2C=C(N=C3)C=3C=NN(C3)C)N=C1 (3-[4-((2S,6R)-2,6-Dimethyl-piperidin-1-ylmethyl)-phenyl]-6-(1-methyl-1H-pyrazol-4-yl)-9H-dipyrido[2,3-b;4′,3′-d]pyrrole). Isolated yield 31.1%. As a reaction SMILES: Br[C:2]1[N:10]=[CH:9][C:8]2[NH:7][C:6]3[N:11]=[CH:12][C:13]([C:15]4[CH:20]=[CH:19][C:18]([CH2:21][N:22]5[C@H:27]([CH3:28])[CH2:26][CH2:25][CH2:24][C@@H:23]5[CH3:29])=[CH:17][CH:16]=4)=[CH:14][C:5]=3[C:4]=2[CH:3]=1.[CH3:30][N:31]1[CH:35]=[C:34](B2OC(C)(C)C(C)(C)O2)[CH:33]=[N:32]1>C(=O)([O-])[O-].[Na+].[Na+].C(#N)C.C(OCC)(=O)C>[CH3:29][C@H:23]1[CH2:24][CH2:25][CH2:26][C@@H:27]([CH3:28])[N:22]1[CH2:21][C:18]1[CH:19]=[CH:20][C:15]([C:13]2[CH:12]=[N:11][C:6]3[NH:7][C:8]4[CH:9]=[N:10][C:2]([C:34]5[CH:33]=[N:32][N:31]([CH3:30])[CH:35]=5)=[CH:3][C:4]=4[C:5]=3[CH:14]=2)=[CH:16][CH:17]=1 |f:2.3.4|. Procedure: A degassed mixture of 6-bromo-3-[4-((2S,6R)-2,6-dimethyl-piperidin-1-ylmethyl)-phenyl]-9H-dipyrido[2,3-b;4′,3′-d]pyrrole (223 mg, 0.50 mmol), 1-methyl-4-(4,4,5,5-tetramethyl-1,3,2-dioxaborolan-2-yl)-1H-pyrazole (208 mg, 1.0 mmol), 1,1′-[bis(diphenylphosphino)ferrocene]dichloropalladium(II) (41 mg, 0.05 mmol) in 2N aqueous sodium carbonate solution (6 mL) and acetonitrile (6 mL) was heated under microwave irradiation at 130° C. for 20 minutes. The cooled reaction mixture was diluted with ethyl ac... Reactants: S1C=C(C=C1)C1=CC=C(S1)C=O (5-(3-thienyl)thiophene-2-carbaldehyde), [H-].[Al+3].[Li+].[H-].[H-].[H-] (lithium aluminium hydride). The solvent is O1CCCC1 (tetrahydrofuran). Yields the product S1C=C(C=C1)C1=CC=C(S1)CO (5-(3-thienyl)thienylmethyl alcohol). Yield: 92.1%. As a reaction SMILES: [S:1]1[CH:5]=[CH:4][C:3]([C:6]2[S:10][C:9]([CH:11]=[O:12])=[CH:8][CH:7]=2)=[CH:2]1.[H-].[Al+3].[Li+].[H-].[H-].[H-]>O1CCCC1>[S:1]1[CH:5]=[CH:4][C:3]([C:6]2[S:10][C:9]([CH2:11][OH:12])=[CH:8][CH:7]=2)=[CH:2]1 |f:1.2.3.4.5.6|. Reported procedure: 144 mg of the resulting aldehyde compound was reduced with 15.6 mg of lithium aluminium hydride in 4 ml of tetrahydrofuran, and then worked up in a customary manner to give 134 mg (yield 92%) of the captioned compound as a colorless oil. Procedure: 2-[{3-[(Benzo[1,3]dioxol-5-ylmethyl)-amino]-propyl}-(3-imidazol-1-yl-[1,2,4]thiadiazol-5-yl)-amino]-N,N-dimethyl-acetamide was prepared following the procedures described in the preparation of Example 56 using [[3-(benzo[1,3]dioxol-5-ylmethyl-tert-butoxycarbonyl-amino)-propyl]-(3-imidazol-1-yl-[1,2,4]thiadiazol-5-yl)-amino]-acetic acid and Me2NH. [M+H]+ 443.99; 1H NMR (400 MHz, d6-DMSO) δ 8.34 (s, 1H), 7.75 (s, 1H), 7.12 (s, 1H), 6.99 (s, 1H), 6.87 (m, 2H), 6.03 (s, 2H), 4.51 (br s, 1H), 3.78 (b... The product is O1COC2=C1C=CC(=C2)CNCCCN(CC(=O)N(C)C)C2=NC(=NS2)N2C=NC=C2 (2-[{3-[(Benzo[1,3]dioxol-5-ylmethyl)-amino]-propyl}-(3-imidazol-1-yl-[1,2,4]thiadiazol-5-yl)-amino]-N,N-dimethyl-acetamide). Reactants: O1COC2=C1C=CC(=C2)CN(CCCN(C2=NC(=NS2)N2C=NC=C2)CC(=O)O)C(=O)OC(C)(C)C ([[3-(benzo[1,3]dioxol-5-ylmethyl-tert-butoxycarbonyl-amino)-propyl]-(3-imidazol-1-yl-[1,2,4]thiadiazol-5-yl)-amino]-acetic acid), N(C)C (Me2NH). Reaction SMILES: [O:1]1[C:5]2[CH:6]=[CH:7][C:8]([CH2:10][N:11](C(OC(C)(C)C)=O)[CH2:12][CH2:13][CH2:14][N:15]([CH2:26][C:27]([OH:29])=O)[C:16]3[S:20][N:19]=[C:18]([N:21]4[CH:25]=[CH:24][N:23]=[CH:22]4)[N:17]=3)=[CH:9][C:4]=2[O:3][CH2:2]1.[NH:37]([CH3:39])[CH3:38]>>[O:1]1[C:5]2[CH:6]=[CH:7][C:8]([CH2:10][NH:11][CH2:12][CH2:13][CH2:14][N:15]([C:16]3[S:20][N:19]=[C:18]([N:21]4[CH:25]=[CH:24][N:23]=[CH:22]4)[N:17]=3)[CH2:26][C:27]([N:37]([CH3:39])[CH3:38])=[O:29])=[CH:9][C:4]=2[O:3][CH2:2]1. Starting materials: CCOC(=O)C(C)(C)Oc1ccc(OCc2ccccc2)nc1, CCO. Yields the product CCOC(=O)C(C)(C)Oc1ccc(O)nc1. RXN SMILES: [CH2:1]([CH3:2])[O:3][C:4]([C:5]([CH3:6])([CH3:7])[O:8][c:9]1[cH:10][n:11][c:12]([O:15][CH2:16][c:17]2[cH:18][cH:19][cH:20][cH:21][cH:22]2)[cH:13][cH:14]1)=[O:23].[CH3:24][CH2:25][OH:26]>>[CH2:1]([CH3:2])[O:3][C:4]([C:5]([CH3:6])([CH3:7])[O:8][c:9]1[cH:10][n:11][c:12]([OH:15])[cH:13][cH:14]1)=[O:23]. Starting materials: O=C1CCC(=O)N1Br, ClC(Cl)(Cl)Cl, CCOC(=O)c1ncc2c(c1C)c1ccccc1n2C(C)=O, CC(C)(C#N)N=NC(C)(C)C#N, O=C1CCC(=O)N1. Product: CCOC(=O)c1ncc2c(c1CBr)c1ccccc1n2C(C)=O. RXN SMILES: [Br:23][N:24]1[C:25](=[O:26])[CH2:27][CH2:28][C:29]1=[O:30].[C:50]([Cl:51])([Cl:52])([Cl:53])[Cl:54].[CH2:1]([CH3:2])[O:3][C:4](=[O:5])[c:6]1[n:7][cH:8][c:9]2[n:10]([C:20]([CH3:21])=[O:22])[c:11]3[cH:12][cH:13][cH:14][cH:15][c:16]3[c:17]2[c:18]1[CH3:19].[N:31]([C:32]([CH3:33])([CH3:34])[C:35]#[N:36])=[N:37][C:38]([CH3:39])([CH3:40])[C:41]#[N:42].[O:43]=[C:44]1[NH:45][C:46](=[O:47])[CH2:48][CH2:49]1>>[CH2:1]([CH3:2])[O:3][C:4](=[O:5])[c:6]1[n:7][cH:8][c:9]2[n:10]([C:20]([CH3:21])=[O:22])[c:11]3[cH:12][cH:13][cH:14][cH:15][c:16]3[c:17]2[c:18]1[CH2:19][Br:23]. The reactants are C(CC)C1CCC(CC1)C1=CC=C(C=C1)O (4-(4-n-propylcyclohexyl)-phenol), [H][H] (hydrogen). Reagents/catalysts: [Pd] (palladium on activated carbon). Solvent: C1(=CC=CC=C1)C (toluene). Reaction conditions: temperature 50 celsius, time 1 hour. Product: C(CC)[C@@H]1CC[C@H](CC1)C1CCC(CC1)=O (trans-4-(4-n-propylcyclohexyl)cyclohexanone). The yield is 85.0%. RXN SMILES: [CH2:1]([CH:4]1[CH2:9][CH2:8][CH:7]([C:10]2[CH:15]=[CH:14][C:13]([OH:16])=[CH:12][CH:11]=2)[CH2:6][CH2:5]1)[CH2:2][CH3:3].[H][H]>C1(C)C=CC=CC=1.[Pd]>[CH2:1]([C@H:4]1[CH2:5][CH2:6][C@H:7]([CH:10]2[CH2:15][CH2:14][C:13](=[O:16])[CH2:12][CH2:11]2)[CH2:8][CH2:9]1)[CH2:2][CH3:3]. Procedure: A soluton of 500 g of 4-(4-n-propylcyclohexyl)-phenol in 5 l of toluene is hydrogenated at a hydrogen pressure of 5 bar and 120° C. in the presence of 50 g of palladium on activated carbon (5% by weight). The reaction mixture is filtered and freed from water by azeotropic distillation. It is then treated with 110 g of pyridine sulfone (pyridine-sulfur trioxide complex), stirred at 50° C. for 1 hour and filtered using basic alumina. After removal of the solvent, 433 g (86% yield) of the trans-4-(...